Dataset: the Open Reaction Database (ORD), a public repository of structured organic reaction records. Task: describe an organic reaction: reactants, conditions, products, and yield The reactants are C(C)(C)(C)C12COC(OC1)(OC2)CCC(C)(C)C (4-t-butyl-1-(3,3-dimethylbutyl) -2,6,7-trioxabicyclo[2.2.2 ]octane), CC(CCC12OC(C(CO1)(CO2)CCC)C#N)(C)C (1-(3,3 - dimethylbutyl) -4-n-propyl-2,6,7-trioxabicyclo[2.2.2]octane-3-carbonitrile), CC(CCC(=O)O)(C)C (4,4-dimethylpentanoic acid). The product is C(C)(C)(C)C12COC(OC1)(OC2)C#CC(C)(C)C (4-t-Butyl-1-(3,3-dimethylbut-1-ynyl)-2,6,7-trioxabicyclo[2.2.2]octane). Reaction SMILES: [C:1]([C:5]12[CH2:12][O:11][C:8]([CH2:13][CH2:14][C:15]([CH3:18])([CH3:17])[CH3:16])([O:9][CH2:10]1)[O:7][CH2:6]2)([CH3:4])([CH3:3])[CH3:2].CC(C)(C)CCC12OCC(CCC)(CO1)C(C#N)O2.CC(C)(C)CCC(O)=O>>[C:1]([C:5]12[CH2:6][O:7][C:8]([C:13]#[C:14][C:15]([CH3:18])([CH3:17])[CH3:16])([O:9][CH2:10]1)[O:11][CH2:12]2)([CH3:4])([CH3:3])[CH3:2]. Procedure details: Using analogous methodology 4-t-butyl-1-(3,3-dimethylbutyl) -2,6,7-trioxabicyclo[2.2.2 ]octane and 1-(3,3 - dimethylbutyl) -4-n-propyl-2,6,7-trioxabicyclo[2.2.2]octane-3-carbonitrile were prepared from 4,4-dimethylpentanoic acid (G. M. Whitesides et al J. Amer. Chem. Soc. 1967, 89, 1135).